This data is from the Open Reaction Database (ORD), a public repository of structured organic reaction records. The task is: describe an organic reaction: reactants, conditions, products, and yield The reactants are CO, CC(C)O, CCOc1ccc(-c2nc3ccccn3c2-c2ccnc(Cl)n2)cc1C(=O)Nc1c(F)cccc1F, COc1cc(N2CCN(CCS(C)(=O)=O)CC2)c(Cl)cc1N, N, Cc1ccc(S(=O)(=O)[O-])cc1, c1cc[nH+]cc1. The product is CCOc1ccc(-c2nc3ccccn3c2-c2ccnc(Nc3cc(Cl)c(N4CCN(CCS(C)(=O)=O)CC4)cc3OC)n2)cc1C(=O)Nc1c(F)cccc1F. RXN SMILES: [CH3:81][OH:82].[CH:77]([OH:78])([CH3:79])[CH3:80].[Cl:1][c:2]1[n:3][cH:4][cH:5][c:6](-[c:8]2[c:9](-[c:17]3[cH:18][cH:19][c:20]([O:34][CH2:35][CH3:36])[c:21]([C:22](=[O:23])[NH:24][c:25]4[c:26]([F:32])[cH:27][cH:28][cH:29][c:30]4[F:31])[cH:33]3)[n:10][c:11]3[n:12]2[cH:13][cH:14][cH:15][cH:16]3)[n:7]1.[Cl:37][c:38]1[c:39]([N:47]2[CH2:48][CH2:49][N:50]([CH2:53][CH2:54][S:55](=[O:56])(=[O:57])[CH3:58])[CH2:51][CH2:52]2)[cH:40][c:41]([O:45][CH3:46])[c:42]([NH2:43])[cH:44]1.[NH3:76].[c:59]1([CH3:60])[cH:61][cH:62][c:63]([S:64]([O-:65])(=[O:66])=[O:67])[cH:68][cH:69]1.[nH+:70]1[cH:71][cH:72][cH:73][cH:74][cH:75]1>>[c:2]1([NH:43][c:42]2[c:41]([O:45][CH3:46])[cH:40][c:39]([N:47]3[CH2:48][CH2:49][N:50]([CH2:53][CH2:54][S:55](=[O:56])(=[O:57])[CH3:58])[CH2:51][CH2:52]3)[c:38]([Cl:37])[cH:44]2)[n:3][cH:4][cH:5][c:6](-[c:8]2[c:9](-[c:17]3[cH:18][cH:19][c:20]([O:34][CH2:35][CH3:36])[c:21]([C:22](=[O:23])[NH:24][c:25]4[c:26]([F:32])[cH:27][cH:28][cH:29][c:30]4[F:31])[cH:33]3)[n:10][c:11]3[n:12]2[cH:13][cH:14][cH:15][cH:16]3)[n:7]1. Starting materials: CC(C)(C)OC(=O)NN, CCN(C(C)C)C(C)C, O=C(Cl)C(=O)Cl, ClCCl, CN(C)C=O, O=C(O)c1cccc2cccnc12. The product is CC(C)(C)OC(=O)NNC(=O)c1cccc2cccnc12. Reaction SMILES: [C:34]([NH:35][NH2:36])(=[O:37])[O:38][C:39]([CH3:40])([CH3:41])[CH3:42].[CH:25]([N:26]([CH2:27][CH3:28])[CH:29]([CH3:30])[CH3:31])([CH3:32])[CH3:33].[Cl:14][C:15]([C:16]([Cl:17])=[O:18])=[O:19].[Cl:43][CH2:44][Cl:45].[O:20]=[CH:21][N:22]([CH3:23])[CH3:24].[n:1]1[cH:2][cH:3][cH:4][c:5]2[cH:6][cH:7][cH:8][c:9]([C:11](=[O:12])[OH:13])[c:10]12>>[n:1]1[cH:2][cH:3][cH:4][c:5]2[cH:6][cH:7][cH:8][c:9]([C:11](=[O:13])[NH:36][NH:35][C:34](=[O:37])[O:38][C:39]([CH3:40])([CH3:41])[CH3:42])[c:10]12. Starting materials: CC(C)(C)OC(=O)N1CCN(C(=O)c2cccc(Nc3cc(Nc4cccc(Cl)c4)nc4c(C=C5NC(=O)NC5=O)cnn34)c2)CC1, ClCCl, O=C(O)C(F)(F)F. Product: O=C1NC(=O)C(=Cc2cnn3c(Nc4cccc(C(=O)N5CCNCC5)c4)cc(Nc4cccc(Cl)c4)nc23)N1. RXN SMILES: [Cl:1][c:2]1[cH:3][c:4]([NH:8][c:9]2[n:10][c:11]3[n:12]([c:13]([NH:15][c:16]4[cH:17][c:18]([C:19](=[O:20])[N:21]5[CH2:22][CH2:23][N:24]([C:27]([O:28][C:29]([CH3:30])([CH3:31])[CH3:32])=[O:33])[CH2:25][CH2:26]5)[cH:34][cH:35][cH:36]4)[cH:14]2)[n:37][cH:38][c:39]3[CH:40]=[C:41]2[NH:42][C:43](=[O:47])[NH:44][C:45]2=[O:46])[cH:5][cH:6][cH:7]1.[Cl:55][CH2:56][Cl:57].[F:48][C:49]([F:50])([F:51])[C:52]([OH:53])=[O:54]>>[Cl:1][c:2]1[cH:3][c:4]([NH:8][c:9]2[n:10][c:11]3[n:12]([c:13]([NH:15][c:16]4[cH:17][c:18]([C:19](=[O:20])[N:21]5[CH2:22][CH2:23][NH:24][CH2:25][CH2:26]5)[cH:34][cH:35][cH:36]4)[cH:14]2)[n:37][cH:38][c:39]3[CH:40]=[C:41]2[NH:42][C:43](=[O:47])[NH:44][C:45]2=[O:46])[cH:5][cH:6][cH:7]1.